Dataset: the Open Reaction Database (ORD), a public repository of structured organic reaction records. Task: describe an organic reaction: reactants, conditions, products, and yield Solvent: ClCCl (dichloromethane), ClCCl (dichloromethane). Procedure details: To an ice cold solution of 6-chloro-2'-methylspiro[benzofuran-2(3H),4'(2'H)-isoquinoline] (5.0 g) in dichloromethane (150 ml) is slowly added dropwise phenyl chloroformate (3.7 g) in dichloromethane (20 ml). The mixture is stirred at ambient temperature overnight. Removal of the solvent in vacuo yields an orange oil which solidifies upon trituration with hexane. An analytical sample is twice recrystallized from hexane to yield product as a solid (6.6 g, 99%), mp 138°-140°. Conditions: time 8 hour. The reactants are CCCCCC (hexane), ice, ClC1=CC2=C(CC3(CN(CC4=CC=CC=C34)C)O2)C=C1 (6-chloro-2'-methylspiro[benzofuran-2(3H),4'(2'H)-isoquinoline]), ClC(=O)OC1=CC=CC=C1 (phenyl chloroformate). Product: ClC1=CC2=C(CC3(CN(CC4=CC=CC=C34)C(=O)OC3=CC=CC=C3)O2)C=C1 (6-Chloro-2'-phenoxycarbonylspiro[benzofuran-2(3H),4'(2'H)-isoquinoline]). Isolated yield 96.3%. RXN SMILES: [Cl:1][C:2]1[CH:20]=[CH:19][C:5]2[CH2:6][C:7]3([O:18][C:4]=2[CH:3]=1)[C:16]1[C:11](=[CH:12][CH:13]=[CH:14][CH:15]=1)[CH2:10][N:9](C)[CH2:8]3.Cl[C:22]([O:24][C:25]1[CH:30]=[CH:29][CH:28]=[CH:27][CH:26]=1)=[O:23].CCCCCC>ClCCl>[Cl:1][C:2]1[CH:20]=[CH:19][C:5]2[CH2:6][C:7]3([O:18][C:4]=2[CH:3]=1)[C:16]1[C:11](=[CH:12][CH:13]=[CH:14][CH:15]=1)[CH2:10][N:9]([C:22]([O:24][C:25]1[CH:30]=[CH:29][CH:28]=[CH:27][CH:26]=1)=[O:23])[CH2:8]3.